Dataset: the Open Reaction Database (ORD), a public repository of structured organic reaction records. Task: describe an organic reaction: reactants, conditions, products, and yield The reagents and catalysts are C=1C=CC(=CC1)[P](C=2C=CC=CC2)(C=3C=CC=CC3)[Pd]([P](C=4C=CC=CC4)(C=5C=CC=CC5)C=6C=CC=CC6)([P](C=7C=CC=CC7)(C=8C=CC=CC8)C=9C=CC=CC9)[P](C=1C=CC=CC1)(C=1C=CC=CC1)C=1C=CC=CC1 (Pd(PPh3)4). Reactants: C([O-])([O-])=O.[Cs+].[Cs+] (cesium carbonate), O (water), BrC1=CC(=C(C=C1F)C1=C(C=NN1C1CCOCC1)C(=O)OCC)F (ethyl 5-(4-bromo-2,5-difluorophenyl)-1-(tetrahydro-2H-pyran-4-yl)-1H-pyrazole-4-carboxylate), Example 10, COC1=NC(=CC(=C1B(O)O)C)C ((2-methoxy-4,6-dimethylpyridin-3-yl)boronic acid), Example 27. Reaction SMILES: C(=O)([O-])[O-].[Cs+].[Cs+].O.Br[C:9]1[C:14]([F:15])=[CH:13][C:12]([C:16]2[N:20]([CH:21]3[CH2:26][CH2:25][O:24][CH2:23][CH2:22]3)[N:19]=[CH:18][C:17]=2[C:27]([O:29][CH2:30][CH3:31])=[O:28])=[C:11]([F:32])[CH:10]=1.[CH3:33][O:34][C:35]1[C:40](B(O)O)=[C:39]([CH3:44])[CH:38]=[C:37]([CH3:45])[N:36]=1>[Cl-].[Na+].O.C1C=CC([P]([Pd]([P](C2C=CC=CC=2)(C2C=CC=CC=2)C2C=CC=CC=2)([P](C2C=CC=CC=2)(C2C=CC=CC=2)C2C=CC=CC=2)[P](C2C=CC=CC=2)(C2C=CC=CC=2)C2C=CC=CC=2)(C2C=CC=CC=2)C2C=CC=CC=2)=CC=1.C(OCC)(=O)C.O1CCOCC1>[F:32][C:11]1[CH:10]=[C:9]([C:40]2[C:35]([O:34][CH3:33])=[N:36][C:37]([CH3:45])=[CH:38][C:39]=2[CH3:44])[C:14]([F:15])=[CH:13][C:12]=1[C:16]1[N:20]([CH:21]2[CH2:26][CH2:25][O:24][CH2:23][CH2:22]2)[N:19]=[CH:18][C:17]=1[C:27]([O:29][CH2:30][CH3:31])=[O:28] |f:0.1.2,6.7.8,^1:52,54,73,92|. Yields the product FC1=C(C=C(C(=C1)C=1C(=NC(=CC1C)C)OC)F)C1=C(C=NN1C1CCOCC1)C(=O)OCC (ethyl 5-[2,5-difluoro-4-(2-methoxy-4,6-dimethylpyridin-3-yl)phenyl]-1-(tetrahydro-2H-pyran-4-yl)-1H-pyrazole-4-carboxylate). Procedure: Pd(PPh3)4 (50 mg), cesium carbonate (282 mg) and water (0.5 mL) were added to a mixed solution of ethyl 5-(4-bromo-2,5-difluorophenyl)-1-(tetrahydro-2H-pyran-4-yl)-1H-pyrazole-4-carboxylate obtained in Preparation Example 10 (180 mg), (2-methoxy-4,6-dimethylpyridin-3-yl)boronic acid obtained in Preparation Example 27 (90 mg) and 1,4-dioxane (2 mL), and the mixture was stirred at 110° C. for six hours. After cooling the reaction mixture to room temperature, ethyl acetate and brine were added, and... The solvent is [Cl-].[Na+].O (brine), C(C)(=O)OCC (ethyl acetate), O1CCOCC1 (1,4-dioxane). Reaction conditions: temperature 110 celsius, time 6 hour. Starting materials: BrBr (bromine), FC1=CC=C(C=C1)C1CC[SiH2]CC1 (4-(p-fluorophenyl)-1-silacyclohexane). Run in ClCCl (dichloromethane). Yields the product FC1=CC=C(C=C1)C1CC[SiH](CC1)Br (4-(p-fluorophenyl)-1-bromo-1-silacyclohexane). Reaction SMILES: [Br:1]Br.[F:3][C:4]1[CH:9]=[CH:8][C:7]([CH:10]2[CH2:15][CH2:14][SiH2:13][CH2:12][CH2:11]2)=[CH:6][CH:5]=1>ClCCl>[F:3][C:4]1[CH:9]=[CH:8][C:7]([CH:10]2[CH2:11][CH2:12][SiH:13]([Br:1])[CH2:14][CH2:15]2)=[CH:6][CH:5]=1. Reported procedure: Subsequently, 11.8 g of bromine was added to a solution of 14.0 g of 4-(p-fluorophenyl)-1-silacyclohexane in 100 ml of dichloromethane to obtain 4-(p-fluorophenyl)-1-bromo-1-silacyclohexane. The reaction solution was concentrated and the resultant residue was dissolved in 50 ml of diethyl ether, followed by dropping in 100 ml of a THF solution of 1 mole/liter of n-heptylmagnesium bromide at room temperature. The reaction mixture was poured into 200 ml of 5% hydrochloric acid and extracted with e... Reactants: ClC1=CC=C(C=C1)C1=C(C=2N(C=C1)C(NN2)=O)C2=CC=NC=C2 (7-(4-chlorophenyl)-8-(pyridin-4-yl)-[1,2,4]triazolo[4,3-a]pyridin-3(2H)-one), benzyl halide, ClC1=CC=C(C=C1)C1=C(C=2N(C=C1)C(N(N2)CC2=CC=C(C=C2)S(=O)(=O)C)=O)C2=CC=NC=C2 (7-(4-chlorophenyl)-2-(4-(methylsufonyl)benzyl)-8-(pyridin-4-yl)-[1,2,4]triazolo[4,3-a]pyridin-3(2H)-one). Yields the product ClC1=CC=C(C=C1)C1=C(C=2N(C=C1)C(N(N2)CC2=CC=C(C=C2)OC)=O)C2=CC=NC=C2 (7-(4-chlorophenyl)-2-(4-methoxybenzyl)-8-(pyridin-4-yl)-[1,2,4]triazolo[4,3-a]pyridin-3(2H)-one). As a reaction SMILES: ClC1C=CC(C2C=CN3[C:14](=[O:17])NN=C3C=2C2C=CN=CC=2)=CC=1.[Cl:24][C:25]1[CH:30]=[CH:29][C:28]([C:31]2[CH:36]=[CH:35][N:34]3[C:37](=[O:51])[N:38]([CH2:40][C:41]4[CH:46]=[CH:45][C:44](S(C)(=O)=O)=[CH:43][CH:42]=4)[N:39]=[C:33]3[C:32]=2[C:52]2[CH:57]=[CH:56][N:55]=[CH:54][CH:53]=2)=[CH:27][CH:26]=1>>[Cl:24][C:25]1[CH:30]=[CH:29][C:28]([C:31]2[CH:36]=[CH:35][N:34]3[C:37](=[O:51])[N:38]([CH2:40][C:41]4[CH:46]=[CH:45][C:44]([O:17][CH3:14])=[CH:43][CH:42]=4)[N:39]=[C:33]3[C:32]=2[C:52]2[CH:57]=[CH:56][N:55]=[CH:54][CH:53]=2)=[CH:27][CH:26]=1. Procedure details: The title compound was prepared by coupling 7-(4-chlorophenyl)-8-(pyridin-4-yl)-[1,2,4]triazolo[4,3-a]pyridin-3(2H)-one with the requisite benzyl halide in a manner analogous to that in which 7-(4-chlorophenyl)-2-(4-(methylsufonyl)benzyl)-8-(pyridin-4-yl)-[1,2,4]triazolo[4,3-a]pyridin-3(2H)-one was prepared. HPLC/MS: retention time=2.213 min, [M+H]+=444.